This data is from the Open Reaction Database (ORD), a public repository of structured organic reaction records. The task is: describe an organic reaction: reactants, conditions, products, and yield The reactants are BrC1=C(C=CC(=C1)C(F)(F)F)N (2-bromo-4-trifluoromethyl-phenylamine), BrCC(=O)OCC (ethyl bromoacetate). Yields the product BrC1=C(C=CC(=C1)C(F)(F)F)NCC(=O)OCC (ethyl (2-bromo-4-trifluoromethyl-phenylamino)-acetate). As a reaction SMILES: [Br:1][C:2]1[CH:7]=[C:6]([C:8]([F:11])([F:10])[F:9])[CH:5]=[CH:4][C:3]=1[NH2:12].Br[CH2:14][C:15]([O:17][CH2:18][CH3:19])=[O:16]>>[Br:1][C:2]1[CH:7]=[C:6]([C:8]([F:10])([F:11])[F:9])[CH:5]=[CH:4][C:3]=1[NH:12][CH2:14][C:15]([O:17][CH2:18][CH3:19])=[O:16]. Procedure details: Prepared analogously to Example 166a starting from 2-bromo-4-trifluoromethyl-phenylamine and ethyl bromoacetate. Reactants: C(C=C)(=O)N[C@@H](CC1=CNC2=CC=CC=C12)C(=O)OC (Methyl Nα-Acryloyl-L-Tryptophanate), [OH-].[Na+] (sodium hydroxide). The solvent is CO (methanol). Conditions: time 2 hour. The product is C(C=C)(=O)N[C@@H](CC1=CNC2=CC=CC=C12)C(=O)[O-].[Na+] (Sodium Nα-Acryloyl-L-Tryptophanate). Yield: 87.0%. Reaction SMILES: [C:1]([NH:5][C@H:6]([C:17]([O:19]C)=[O:18])[CH2:7][C:8]1[C:16]2[C:11](=[CH:12][CH:13]=[CH:14][CH:15]=2)[NH:10][CH:9]=1)(=[O:4])[CH:2]=[CH2:3].[OH-].[Na+:22]>CO>[C:1]([NH:5][C@H:6]([C:17]([O-:19])=[O:18])[CH2:7][C:8]1[C:16]2[C:11](=[CH:12][CH:13]=[CH:14][CH:15]=2)[NH:10][CH:9]=1)(=[O:4])[CH:2]=[CH2:3].[Na+:22] |f:1.2,4.5|. Procedure: To methanol (50 mL) solution of the compound obtained in Example 1 (1.0 g, 3.7 mmol) was added I mol/L of an aqueous sodium hydroxide solution (5.6 mL) at room temperature. The mixture was allowed to stir for 2 hours, and thereafter to the residue obtained by distilling off the solvent under reduced pressure was added water, and the pH of the solution was adjusted to about pH 7 with polystyrene bound type p-toluensulfonate beads (2.8 mmol/g) (2.0 g), Beads were filtered off with a Millipore filt... The reactants are Cc1ccccc1, O=CO, CCOc1ccc(C2CCC3(CC2)OCCO3)c(F)c1F, O. Product: CCOc1ccc(C2CCC(=O)CC2)c(F)c1F. RXN SMILES: [CH3:25][c:26]1[cH:27][cH:28][cH:29][cH:30][cH:31]1.[CH:22]([OH:23])=[O:24].[F:1][c:2]1[c:3]([CH:12]2[CH2:13][CH2:14][C:15]3([O:16][CH2:19][CH2:18][O:17]3)[CH2:20][CH2:21]2)[cH:4][cH:5][c:6]([O:9][CH2:10][CH3:11])[c:7]1[F:8].[OH2:32]>>[F:1][c:2]1[c:3]([CH:12]2[CH2:13][CH2:14][C:15](=[O:16])[CH2:20][CH2:21]2)[cH:4][cH:5][c:6]([O:9][CH2:10][CH3:11])[c:7]1[F:8]. Starting materials: CCCC[N+](CCCC)(CCCC)CCCC, C1CCOC1, [F-], CC(C)(C)[Si](C)(C)OCCc1ccc(-c2cnc(N)c(C(=O)Nc3cccnc3)n2)cc1. Yields the product Nc1ncc(-c2ccc(CCO)cc2)nc1C(=O)Nc1cccnc1. Reaction SMILES: [CH2:34]([N+:35]([CH2:36][CH2:37][CH2:38][CH3:39])([CH2:40][CH2:41][CH2:42][CH3:43])[CH2:44][CH2:45][CH2:46][CH3:47])[CH2:48][CH2:49][CH3:50].[CH2:51]1[O:52][CH2:53][CH2:54][CH2:55]1.[F-:33].[NH2:1][c:2]1[c:3]([C:24](=[O:25])[NH:26][c:27]2[cH:28][n:29][cH:30][cH:31][cH:32]2)[n:4][c:5](-[c:8]2[cH:9][cH:10][c:11]([CH2:14][CH2:15][O:16][Si:17]([C:18]([CH3:19])([CH3:20])[CH3:21])([CH3:22])[CH3:23])[cH:12][cH:13]2)[cH:6][n:7]1>>[NH2:1][c:2]1[c:3]([C:24](=[O:25])[NH:26][c:27]2[cH:28][n:29][cH:30][cH:31][cH:32]2)[n:4][c:5](-[c:8]2[cH:9][cH:10][c:11]([CH2:14][CH2:15][OH:16])[cH:12][cH:13]2)[cH:6][n:7]1. The reactants are O=O (oxygen), COC(=O)C1(CCC(CC1)C)NC(C1=CC(=C(C=C1)C(F)(F)F)Br)=O (1-(3-Bromo-4-trifluoromethyl-benzoylamino)-4-methyl-cyclohexanecarboxylic acid methyl ester), FC1=C(C(=CC(=C1)OC)F)B(O)O (2,6-difluoro-4-methoxyphenylboronic acid), C1(CCCCC1)P(C1=C(C=CC=C1)OC1=C(C=CC=C1)P(C1CCCCC1)C1CCCCC1)C1CCCCC1 (bis(2-dicyclohexylphosphinophenyl)ether), [O-]P(=O)([O-])[O-].[K+].[K+].[K+] (K3PO4), FC1=C(C(=CC(=C1)OC)F)B(O)O (2,6-difluoro-4-methoxyphenylboronic acid), C1(CCCCC1)P(C1=C(C=CC=C1)OC1=C(C=CC=C1)P(C1CCCCC1)C1CCCCC1)C1CCCCC1 (bis(2-dicyclohexylphosphinophenyl)ether). Reagents/catalysts: C=1C=CC(=CC1)/C=C/C(=O)/C=C/C2=CC=CC=C2.C=1C=CC(=CC1)/C=C/C(=O)/C=C/C2=CC=CC=C2.C=1C=CC(=CC1)/C=C/C(=O)/C=C/C2=CC=CC=C2.[Pd].[Pd] (tris(dibenzylideneacetone)di-palladium(0)), C=1C=CC(=CC1)/C=C/C(=O)/C=C/C2=CC=CC=C2.C=1C=CC(=CC1)/C=C/C(=O)/C=C/C2=CC=CC=C2.C=1C=CC(=CC1)/C=C/C(=O)/C=C/C2=CC=CC=C2.[Pd].[Pd] (tris(dibenzylideneacetone)di-palladium(0)). Solvent: CC(OCC)=O (EA), C1(=CC=CC=C1)C (toluene). Product: COC(=O)C1(CCC(CC1)C)NC(=O)C=1C=C(C(=CC1)C(F)(F)F)C1=C(C=C(C=C1F)OC)F (1-[(2′,6′-Difluoro-4′-methoxy-6-trifluoromethyl-biphenyl-3-carbonyl)-amino]-4-methyl-cyclohexanecarboxylic acid methyl ester). Yield: 4.6%. As a reaction SMILES: [CH3:1][O:2][C:3]([C:5]1([NH:12][C:13](=[O:25])[C:14]2[CH:19]=[CH:18][C:17]([C:20]([F:23])([F:22])[F:21])=[C:16](Br)[CH:15]=2)[CH2:10][CH2:9][CH:8]([CH3:11])[CH2:7][CH2:6]1)=[O:4].[F:26][C:27]1[CH:32]=[C:31]([O:33][CH3:34])[CH:30]=[C:29]([F:35])[C:28]=1B(O)O.C1(P(C2CCCCC2)C2C=CC=CC=2OC2C=CC=CC=2P(C2CCCCC2)C2CCCCC2)CCCCC1.[O-]P([O-])([O-])=O.[K+].[K+].[K+].O=O>C1C=CC(/C=C/C(/C=C/C2C=CC=CC=2)=O)=CC=1.C1C=CC(/C=C/C(/C=C/C2C=CC=CC=2)=O)=CC=1.C1C=CC(/C=C/C(/C=C/C2C=CC=CC=2)=O)=CC=1.[Pd].[Pd].CC(=O)OCC.C1(C)C=CC=CC=1>[CH3:1][O:2][C:3]([C:5]1([NH:12][C:13]([C:14]2[CH:15]=[C:16]([C:28]3[C:27]([F:26])=[CH:32][C:31]([O:33][CH3:34])=[CH:30][C:29]=3[F:35])[C:17]([C:20]([F:23])([F:22])[F:21])=[CH:18][CH:19]=2)=[O:25])[CH2:10][CH2:9][CH:8]([CH3:11])[CH2:7][CH2:6]1)=[O:4] |f:3.4.5.6,8.9.10.11.12|. Procedure: 300 mg of 1-(3-Bromo-4-trifluoromethyl-benzoylamino)-4-methyl-cyclohexanecarboxylic acid methyl ester, 267 mg of 2,6-difluoro-4-methoxyphenylboronic acid, 65 mg of tris(dibenzylideneacetone)di-palladium(0), 96 mg of bis(2-dicyclohexylphosphinophenyl)ether, 453 mg of K3PO4, and 1 g of molecular sieve 4 Å were added to 10 ml of toluene. The mixture was made oxygen-free by passing argon through it. Then, the mixture was kept at 160° C. under microwave irradiation for 2 h. Then, 267 mg of 2,6-difluo... Reactants: CN(C(=O)C1=C(C(=NN1C)C)[N+](=O)[O-])C (N,N,1,3-tetramethyl-4-nitropyrazole-5-carboxamide), [H][H] (hydrogen). The reagents and catalysts are [Pd] (palladium-on-charcoal). Solvent: CO (methanol). Product: NC=1C(=NN(C1C(=O)N(C)C)C)C (4-amino-N,N,1,3-tetramethylpyrazole-5-carboxamide). The yield is 98.7%. RXN SMILES: [CH3:1][N:2]([CH3:15])[C:3]([C:5]1[N:9]([CH3:10])[N:8]=[C:7]([CH3:11])[C:6]=1[N+:12]([O-])=O)=[O:4].[H][H]>CO.[Pd]>[NH2:12][C:6]1[C:7]([CH3:11])=[N:8][N:9]([CH3:10])[C:5]=1[C:3]([N:2]([CH3:1])[CH3:15])=[O:4]. Procedure details: 19.0 g of N,N,1,3-tetramethyl-4-nitropyrazole-5-carboxamide in 400 ml of methanol are hydrogenated in the presence of 2.0 g of 10% strength palladium-on-charcoal in an autoclave at a hydrogen pressure of from 80 to 110 bars (8,000 to 11,000 kPa) for 8 hours at room temperature. The mixture is filtered, and the solvent is removed by distillation in vacuo to yield 16.1 g of crystalline 4-amino-N,N,1,3-tetramethylpyrazole-5-carboxamide, mp 116° to 118° C. (from ethyl acetate). The reactants are COC(=O)c1cc(C)c(NC(C)=O)c(Cl)c1, CC(=O)OC(C)=O, CC(=O)O, O=[Cr](=O)=O, O, O=S(=O)(O)O. Product: COC(=O)c1cc(Cl)c(NC(C)=O)c(C=O)c1. RXN SMILES: [C:1]([CH3:2])(=[O:3])[NH:4][c:5]1[c:6]([Cl:16])[cH:7][c:8]([C:9](=[O:10])[O:11][CH3:12])[cH:13][c:14]1[CH3:15].[CH3:17][C:18](=[O:19])[O:20][C:21](=[O:22])[CH3:23].[CH3:33][C:34](=[O:35])[OH:36].[O:29]=[Cr:30](=[O:31])=[O:32].[OH2:37].[S:24](=[O:25])(=[O:26])([OH:27])[OH:28]>>[C:1]([CH3:2])(=[O:3])[NH:4][c:5]1[c:6]([Cl:16])[cH:7][c:8]([C:9](=[O:10])[O:11][CH3:12])[cH:13][c:14]1[CH:15]=[O:19].